Dataset: the Open Reaction Database (ORD), a public repository of structured organic reaction records. Task: describe an organic reaction: reactants, conditions, products, and yield Starting materials: COC1=NC(=NC(=C1)OC)NC(=O)NS(=O)(=O)C1=C(C=CC=C1)C(=O)C (N-[(4,6-dimethoxypyrimidin-2-yl)aminocarbonyl]-2-methylcarbonylbenzenesulfonamide), O (water), Cl (hydrochloric acid), [H-].[Al+3].[Li+].[H-].[H-].[H-] (lithium aluminum hydride). The solvent is C1CCOC1 (THF). Conditions: time 4 hour. The product is COC1=NC(=NC(=C1)OC)NC(=O)NS(=O)(=O)C1=C(C=CC=C1)C(C)O (N-[(4,6-Dimethoxypyrimidin-2-yl)aminocarbonyl]-2-(α-hydroxyethyl)benzenesulfonamide). Reaction SMILES: [CH3:1][O:2][C:3]1[CH:8]=[C:7]([O:9][CH3:10])[N:6]=[C:5]([NH:11][C:12]([NH:14][S:15]([C:18]2[CH:23]=[CH:22][CH:21]=[CH:20][C:19]=2[C:24]([CH3:26])=[O:25])(=[O:17])=[O:16])=[O:13])[N:4]=1.[H-].[Al+3].[Li+].[H-].[H-].[H-].O.Cl>C1COCC1>[CH3:1][O:2][C:3]1[CH:8]=[C:7]([O:9][CH3:10])[N:6]=[C:5]([NH:11][C:12]([NH:14][S:15]([C:18]2[CH:23]=[CH:22][CH:21]=[CH:20][C:19]=2[CH:24]([OH:25])[CH3:26])(=[O:17])=[O:16])=[O:13])[N:4]=1 |f:1.2.3.4.5.6|. Procedure details: A mixture containing 1.0 g of N-[(4,6-dimethoxypyrimidin-2-yl)aminocarbonyl]-2-methylcarbonylbenzenesulfonamide in 50 ml of anhydrous THF is treated with 0.1 g of lithium aluminum hydride at 25° under a nitrogen atmosphere. The mixture is stirred for 4 hours at 25° and is then poured into 500 ml of water containing 10 ml of concentrated hydrochloric acid. The precipitated oil is extracted into methylene chloride and the solid on evaporation is purified by column chromatography on silica gel. Product: C(C)(C)(C)O[C@H](C(=O)OC)C1=C(C2=C(N=C(S2)C2=NC(=NC=C2)N2C[C@H](NCC2)C)C=C1C)C1=CC=C(C=C1)Cl ((S)-methyl 2-tert-butoxy-2-(7-(4-chlorophenyl)-5-methyl-2-(2-((R)-3-methylpiperazin-1-yl)pyrimidin-4-yl)benzo[d]thiazol-6-yl)acetate). The reactants are C(C)(C)(C)O[C@H](C(=O)OC)C1=C(C2=C(N=C(S2)C2=NC(=NC=C2)N2C[C@H](N(CC2)C(=O)OC(C)(C)C)C)C=C1C)C1=CC=C(C=C1)Cl ((R)-tert-butyl 4-(4-(6-((S)-1-tert-butoxy-2-methoxy-2-oxoethyl)-7-(4-chlorophenyl)-5-methylbenzo[d]thiazol-2-yl)pyrimidin-2-yl)-2-methylpiperazine-1-carboxylate), Cl (HCl), solution. Run in O1CCOCC1 (1,4-dioxane), O1CCOCC1 (1,4-dioxane). As a reaction SMILES: [C:1]([O:5][C@@H:6]([C:11]1[C:39]([CH3:40])=[CH:38][C:14]2[N:15]=[C:16]([C:18]3[CH:23]=[CH:22][N:21]=[C:20]([N:24]4[CH2:29][CH2:28][N:27](C(OC(C)(C)C)=O)[C@H:26]([CH3:37])[CH2:25]4)[N:19]=3)[S:17][C:13]=2[C:12]=1[C:41]1[CH:46]=[CH:45][C:44]([Cl:47])=[CH:43][CH:42]=1)[C:7]([O:9][CH3:10])=[O:8])([CH3:4])([CH3:3])[CH3:2].Cl>O1CCOCC1>[C:1]([O:5][C@@H:6]([C:11]1[C:39]([CH3:40])=[CH:38][C:14]2[N:15]=[C:16]([C:18]3[CH:23]=[CH:22][N:21]=[C:20]([N:24]4[CH2:29][CH2:28][NH:27][C@H:26]([CH3:37])[CH2:25]4)[N:19]=3)[S:17][C:13]=2[C:12]=1[C:41]1[CH:42]=[CH:43][C:44]([Cl:47])=[CH:45][CH:46]=1)[C:7]([O:9][CH3:10])=[O:8])([CH3:2])([CH3:3])[CH3:4]. Procedure details: To crude (R)-tert-butyl 4-(4-(6-((S)-1-tert-butoxy-2-methoxy-2-oxoethyl)-7-(4-chlorophenyl)-5-methylbenzo[d]thiazol-2-yl)pyrimidin-2-yl)-2-methylpiperazine-1-carboxylate in 1,4-dioxane (1.25 mL) was added HCl (0.78 mL of a 4M solution in 1,4-dioxane). The reaction mixture was stirred at room temperature for 2.5 h then concentrated. The resulting solid was suspended in diethyl ether, concentrated and dried under high vacuum overnight. The resulting solid was taken up in water, basified with 2N Na... Reaction conditions: time 2.5 hour. RXN SMILES: [Al+3:2].[CH2:28]1[O:29][CH2:30][CH2:31][CH2:32]1.[CH:7]1([CH2:12][N:13]([c:14]2[n:15][c:16]3[c:21]([cH:22][c:23]2[C:24]#[N:25])[CH2:20][CH2:19][CH2:18][CH2:17]3)[CH2:26][CH3:27])[CH2:8][CH2:9][CH2:10][CH2:11]1.[H-:1].[H-:4].[H-:5].[H-:6].[Li+:3]>>[CH:7]1([CH2:12][N:13]([c:14]2[n:15][c:16]3[c:21]([cH:22][c:23]2[CH2:24][NH2:25])[CH2:20][CH2:19][CH2:18][CH2:17]3)[CH2:26][CH3:27])[CH2:8][CH2:9][CH2:10][CH2:11]1. The reactants are [Al+3], C1CCOC1, CCN(CC1CCCC1)c1nc2c(cc1C#N)CCCC2, [H-], [H-], [H-], [H-], [Li+]. Yields the product CCN(CC1CCCC1)c1nc2c(cc1CN)CCCC2. Starting materials: C1(CC1)CCN(S(=O)(=O)C1=CC(=C(OCC(=O)OCC)C=C1)C)C=1C=C(C=CC1)C1=CC=C(C=C1)C(F)(F)F (ethyl [4-({(2-cyclopropylethyl)[4′-(trifluoromethyl)-1,1′-biphenyl-3-yl]amino}sulfonyl)-2-methylphenoxy]acetate), [OH-].[Na+] (NaOH), resultant mixture. The solvent is CO (MeOH), C1CCOC1 (THF). Product: C1(CC1)CCN(S(=O)(=O)C1=CC(=C(OCC(=O)O)C=C1)C)C=1C=C(C=CC1)C1=CC=C(C=C1)C(F)(F)F ([4-({(2-Cyclopropylethyl)[4′-(trifluoromethyl)-1,1′-biphenyl-3-yl]amino}sulfonyl)-2-methylphenoxy]acetic acid). Isolated yield 43.1%. RXN SMILES: [CH:1]1([CH2:4][CH2:5][N:6]([C:24]2[CH:25]=[C:26]([C:30]3[CH:35]=[CH:34][C:33]([C:36]([F:39])([F:38])[F:37])=[CH:32][CH:31]=3)[CH:27]=[CH:28][CH:29]=2)[S:7]([C:10]2[CH:22]=[CH:21][C:13]([O:14][CH2:15][C:16]([O:18]CC)=[O:17])=[C:12]([CH3:23])[CH:11]=2)(=[O:9])=[O:8])[CH2:3][CH2:2]1.[OH-].[Na+]>CO.C1COCC1>[CH:1]1([CH2:4][CH2:5][N:6]([C:24]2[CH:25]=[C:26]([C:30]3[CH:35]=[CH:34][C:33]([C:36]([F:39])([F:37])[F:38])=[CH:32][CH:31]=3)[CH:27]=[CH:28][CH:29]=2)[S:7]([C:10]2[CH:22]=[CH:21][C:13]([O:14][CH2:15][C:16]([OH:18])=[O:17])=[C:12]([CH3:23])[CH:11]=2)(=[O:9])=[O:8])[CH2:2][CH2:3]1 |f:1.2|. Procedure details: To a solution of ethyl [4-({(2-cyclopropylethyl)[4′-(trifluoromethyl)-1,1′-biphenyl-3-yl]amino}sulfonyl)-2-methylphenoxy]acetate (156 mg, 0.28 mmol) in MeOH (2 mL) and THF (2 mL) at room temperature was added 2M NaOH aq. (1 mL, 2 mmol). The resultant mixture was stirred for 2 h. The solvents were removed in vacuo and the residue was partitioned between EtOAc (2×20 mL) and 2M HCl (20 mL). The organic solution was dried (MgSO4) and the solvent was removed in vacuo. Purification by SPE (5 g aminopr...